Dataset: the Open Reaction Database (ORD), a public repository of structured organic reaction records. Task: describe an organic reaction: reactants, conditions, products, and yield Reactants: C=C(OCC)[Sn](CCCC)(CCCC)CCCC, Cc1ccccc1, CCOCC, COC(=O)c1cc(Cl)nc(Cl)c1, c1ccc(P(c2ccccc2)(c2ccccc2)[Pd](P(c2ccccc2)(c2ccccc2)c2ccccc2)(P(c2ccccc2)(c2ccccc2)c2ccccc2)P(c2ccccc2)(c2ccccc2)c2ccccc2)cc1. Yields the product C=C(OCC)c1cc(C(=O)OC)cc(Cl)n1. RXN SMILES: [CH2:20]([Sn:21]([CH2:22][CH2:23][CH2:24][CH3:30])([C:25](=[CH2:26])[O:27][CH2:28][CH3:29])[CH2:31][CH2:32][CH2:33][CH3:34])[CH2:35][CH2:36][CH3:37].[CH3:13][c:14]1[cH:15][cH:16][cH:17][cH:18][cH:19]1.[CH3:38][CH2:39][O:40][CH2:41][CH3:42].[Cl:1][c:2]1[cH:3][c:4]([C:5](=[O:6])[O:7][CH3:8])[cH:9][c:10]([Cl:12])[n:11]1.[cH:43]1[cH:44][cH:45][c:46]([P:47]([Pd:48]([P:49]([c:50]2[cH:51][cH:52][cH:53][cH:54][cH:55]2)([c:56]2[cH:57][cH:58][cH:59][cH:60][cH:61]2)[c:62]2[cH:63][cH:64][cH:65][cH:66][cH:67]2)([P:68]([c:69]2[cH:70][cH:71][cH:72][cH:73][cH:74]2)([c:75]2[cH:76][cH:77][cH:78][cH:79][cH:80]2)[c:81]2[cH:82][cH:83][cH:84][cH:85][cH:86]2)[P:87]([c:88]2[cH:89][cH:90][cH:91][cH:92][cH:93]2)([c:94]2[cH:95][cH:96][cH:97][cH:98][cH:99]2)[c:100]2[cH:101][cH:102][cH:103][cH:104][cH:105]2)([c:106]2[cH:107][cH:108][cH:109][cH:110][cH:111]2)[c:112]2[cH:113][cH:114][cH:115][cH:116][cH:117]2)[cH:118][cH:119]1>>[c:2]1([C:25](=[CH2:26])[O:27][CH2:28][CH3:29])[cH:3][c:4]([C:5](=[O:6])[O:7][CH3:8])[cH:9][c:10]([Cl:12])[n:11]1. The reactants are C[Mg]Cl.O1CCCC1 (methylmagnesium chloride tetrahydrofuran), C(O)([O-])=O.[Na+] (sodium hydrogencarbonate), BrC=1C=C(C=CC1F)C(C)=O (1-(3-Bromo-4-fluorophenyl)ethanone), C(C)(=O)O (acetic acid). The solvent is C1(=CC=CC=C1)C (toluene), C(C)(=O)OCC (ethyl acetate). Yields the product BrC1=C(C=CC(=C1)C(=C)C)F (2-Bromo-1-fluoro-4-(prop-1-en-2-yl)benzene). Isolated yield 41.6%. Reaction SMILES: [Br:1][C:2]1[CH:3]=[C:4]([C:9](=O)[CH3:10])[CH:5]=[CH:6][C:7]=1[F:8].[CH3:12][Mg]Cl.O1CCCC1.C(O)(=O)C.C(=O)([O-])O.[Na+]>C1(C)C=CC=CC=1.C(OCC)(=O)C>[Br:1][C:2]1[CH:3]=[C:4]([C:9]([CH3:10])=[CH2:12])[CH:5]=[CH:6][C:7]=1[F:8] |f:1.2,4.5|. Procedure: 1-(3-Bromo-4-fluorophenyl)ethanone (5.0 g, 23.0 mmol) was dissolved in toluene (100 mL), a 3.0 M methylmagnesium chloride-tetrahydrofuran solution (11.5 mL, 34.6 mmol) was added dropwise with stirring under ice cooling, and the mixture was stirred at room temperature under a nitrogen atmosphere for 1 hour. Subsequently, acetic acid (1 mL) was added with stirring under ice cooling, and the mixture was stirred with heating to reflux for 4 hours. After the reaction was completed, a saturated aqueou...